Task: describe an organic reaction: reactants, conditions, products, and yield. Dataset: the Open Reaction Database (ORD), a public repository of structured organic reaction records The reactants are FC1=C(C=CC=C1)S(=O)(=O)Cl (2-Fluorobenzenesulfonyl chloride), NC=1C=CC(N(C1)C)=O (5-amino-1-methyl-1,2-dihydropyridin-2-one). Solvent: CO (MeOH), CO (MeOH), O1CCOCC1 (1,4-dioxane). Run at time 28 hour. Yields the product N (NH3), FC1=C(C=CC=C1)S(=O)(=O)NC1=CN(C(C=C1)=O)C (2-Fluoro-N-(1-methyl-6-oxo-1,6-dihydropyridin-3-yl)benzenesulfonamide). Yield: 82.6%. RXN SMILES: [F:1][C:2]1[CH:7]=[CH:6][CH:5]=[CH:4][C:3]=1[S:8](Cl)(=[O:10])=[O:9].[NH2:12][C:13]1[CH:14]=[CH:15][C:16](=[O:20])[N:17]([CH3:19])[CH:18]=1>O1CCOCC1.CO>[NH3:12].[F:1][C:2]1[CH:7]=[CH:6][CH:5]=[CH:4][C:3]=1[S:8]([NH:12][C:13]1[CH:14]=[CH:15][C:16](=[O:20])[N:17]([CH3:19])[CH:18]=1)(=[O:10])=[O:9]. Procedure: 2-Fluorobenzenesulfonyl chloride (0.46 mL, 3.5 mmol) was added to a solution of 5-amino-1-methyl-1,2-dihydropyridin-2-one (478 mg, 3.85 mmol) in 1,4-dioxane (10 mL) and stirred for 28 h at rt. After concentration in vacuo purification by column chromatography eluting with DCM:MeOH:7M NH3 in MeOH (90:5:5) yielded the title compound (448 mg, 1.59 mmol). The reactants are ClC1=CC(=C(C=C1)NS(=O)(=O)C1=CC(=C(C=C1)OC)OC)CC1=C(C=CC=C1F)F (N-[4-chloro-2-(2,6-difluorobenzyl)phenyl]-3,4-dimethoxybenzenesulfonamide), C(C(O)C)(=O)OC (methyl lactate). Product: ClC1=CC(=C(C=C1)N([C@@H](C)C(=O)OC)S(=O)(=O)C1=CC(=C(C=C1)OC)OC)CC1=C(C=CC=C1F)F (methyl N-[4-chloro-2-(2,6-difluorobenzyl)phenyl]-N-[(3,4-dimethoxyphenyl)sulfonyl]alaninate). Reaction SMILES: [Cl:1][C:2]1[CH:7]=[CH:6][C:5]([NH:8][S:9]([C:12]2[CH:17]=[CH:16][C:15]([O:18][CH3:19])=[C:14]([O:20][CH3:21])[CH:13]=2)(=[O:11])=[O:10])=[C:4]([CH2:22][C:23]2[C:28]([F:29])=[CH:27][CH:26]=[CH:25][C:24]=2[F:30])[CH:3]=1.[C:31]([O:36][CH3:37])(=[O:35])[CH:32]([CH3:34])O>>[Cl:1][C:2]1[CH:7]=[CH:6][C:5]([N:8]([S:9]([C:12]2[CH:17]=[CH:16][C:15]([O:18][CH3:19])=[C:14]([O:20][CH3:21])[CH:13]=2)(=[O:10])=[O:11])[C@H:32]([C:31]([O:36][CH3:37])=[O:35])[CH3:34])=[C:4]([CH2:22][C:23]2[C:28]([F:29])=[CH:27][CH:26]=[CH:25][C:24]=2[F:30])[CH:3]=1. Reported procedure: By reaction of 2 g of N-[4-chloro-2-(2,6-difluorobenzyl)phenyl]-3,4-dimethoxybenzenesulfonamide with methyl lactate according to process 35, 1.393 g of the expected product are obtained. Reported procedure: The product is produced as described in example 22 from 7 g. of 8-[3-(4-methoxybenzyl)-2-oxo-benzimidazolin-1-yl]-caprylic acid methyl ester and 1.4 g. of NaOH. Recrystallization from ether. Reaction SMILES: C[O:2][C:3](=[O:30])[CH2:4][CH2:5][CH2:6][CH2:7][CH2:8][CH2:9][CH2:10][N:11]1[C:15]2[CH:16]=[CH:17][CH:18]=[CH:19][C:14]=2[N:13]([CH2:20][C:21]2[CH:26]=[CH:25][C:24]([O:27][CH3:28])=[CH:23][CH:22]=2)[C:12]1=[O:29].[OH-].[Na+]>>[CH3:28][O:27][C:24]1[CH:25]=[CH:26][C:21]([CH2:20][N:13]2[C:14]3[CH:19]=[CH:18][CH:17]=[CH:16][C:15]=3[N:11]([CH2:10][CH2:9][CH2:8][CH2:7][CH2:6][CH2:5][CH2:4][C:3]([OH:30])=[O:2])[C:12]2=[O:29])=[CH:22][CH:23]=1 |f:1.2|. Reactants: COC(CCCCCCCN1C(N(C2=C1C=CC=C2)CC2=CC=C(C=C2)OC)=O)=O (8-[3-(4-methoxybenzyl)-2-oxo-benzimidazolin-1-yl]-caprylic acid methyl ester), [OH-].[Na+] (NaOH). The product is COC1=CC=C(CN2C(N(C3=C2C=CC=C3)CCCCCCCC(=O)O)=O)C=C1 (8-[3-(4-Methoxybenzyl)-2-oxo-benzimidazolin-1-yl]-caprylic acid). The reactants are CN(C)C=O, Cn1nnc2ccc(C(Cl)c3ccc(Cl)cc3)cc21, [H-], [Na+], O, c1nc[nH]n1. Yields the product Cn1nnc2ccc(C(c3ccc(Cl)cc3)n3cncn3)cc21. RXN SMILES: [CH3:6][N:7]([CH3:8])[CH:9]=[O:10].[Cl:13][CH:14]([c:15]1[cH:16][cH:17][c:18]2[c:19]([n:20]([CH3:23])[n:21][n:22]2)[cH:24]1)[c:25]1[cH:26][cH:27][c:28]([Cl:31])[cH:29][cH:30]1.[H-:11].[Na+:12].[OH2:32].[nH:1]1[n:2][cH:3][n:4][cH:5]1>>[n:1]1([CH:14]([c:15]2[cH:16][cH:17][c:18]3[c:19]([n:20]([CH3:23])[n:21][n:22]3)[cH:24]2)[c:25]2[cH:26][cH:27][c:28]([Cl:31])[cH:29][cH:30]2)[n:2][cH:3][n:4][cH:5]1.